Dataset: the Open Reaction Database (ORD), a public repository of structured organic reaction records. Task: describe an organic reaction: reactants, conditions, products, and yield Reactants: CCO, N#Cc1ccc2c(c1)COC(NC1CCc3ccccc31)=N2, Cl, NO, [Na+], [Na+], O=C([O-])[O-], O. Product: N=C(NO)c1ccc2c(c1)COC(NC1CCc3ccccc31)=N2. RXN SMILES: [CH3:32][CH2:33][OH:34].[CH:1]1([NH:10][C:11]2=[N:16][c:15]3[c:14]([cH:20][c:19]([C:21]#[N:22])[cH:18][cH:17]3)[CH2:13][O:12]2)[CH2:2][CH2:3][c:4]2[cH:5][cH:6][cH:7][cH:8][c:9]21.[ClH:23].[NH2:24][OH:25].[Na+:26].[Na+:27].[O-:28][C:29](=[O:30])[O-:31].[OH2:35]>>[CH:1]1([NH:10][C:11]2=[N:16][c:15]3[c:14]([cH:20][c:19]([C:21](=[NH:22])[NH:24][OH:25])[cH:18][cH:17]3)[CH2:13][O:12]2)[CH2:2][CH2:3][c:4]2[cH:5][cH:6][cH:7][cH:8][c:9]21. The reactants are NCCC1=CC=C(C=C1)C=1N=C(SC1)N (4-{4-(2-Aminoethyl)phenyl}-2-thiazolamine), BrCC(=O)C1=CC=C(C=C1)CCNC(C(F)(F)F)=O (N-{2-{4-(2-bromoacetyl)phenyl}ethyl}-2,2,2-trifluoroacetamide), NC(=S)N (thiourea). Run in C(C)(C)O (isopropanol). Product: Br.NC=1SC=C(N1)C1=CC=C(C=C1)CCNC(C(F)(F)F)=O (N-{2-{4-(2-amino-4-thiazolyl)phenyl}ethyl}-2,2,2-trifluoroacetamide hydrobromide). The yield is 100.0%. RXN SMILES: [NH2:1][CH2:2][CH2:3][C:4]1[CH:9]=[CH:8][C:7]([C:10]2[N:11]=[C:12]([NH2:15])[S:13][CH:14]=2)=[CH:6][CH:5]=1.[Br:16]CC(C1C=CC(CCN[C:29](=[O:34])[C:30]([F:33])([F:32])[F:31])=CC=1)=O.NC(N)=S>C(O)(C)C>[BrH:16].[NH2:15][C:12]1[S:13][CH:14]=[C:10]([C:7]2[CH:6]=[CH:5][C:4]([CH2:3][CH2:2][NH:1][C:29](=[O:34])[C:30]([F:33])([F:32])[F:31])=[CH:9][CH:8]=2)[N:11]=1 |f:4.5|. Reported procedure: 4-{4-(2-Aminoethyl)phenyl}-2-thiazolamine: A solution of N-{2-{4-(2-bromoacetyl)phenyl}ethyl}-2,2,2-trifluoroacetamide (5.55 g, 16.4 mmol), prepared in Example 1(b), and thiourea (1.25 g, 16.4 mmol) in isopropanol (60 mL) was heated at reflux for 1 h. The reaction mixture was concentrated under reduced pressure to give crude N-{2-{4-(2-amino-4-thiazolyl)phenyl}ethyl}-2,2,2-trifluoroacetamide hydrobromide (6.51 g, ~100% yield). A solution of the crude hydrobromide and aqueous 4N NaOH (14.3 mL, 57... Starting materials: COC1=C(C(=CC=C1)OC)C1CCCC(N1)=O (6-(2,6-dimethoxyphenyl)piperidin-2-one), BrCC1=C(C=CC=C1)OC1=CC=CC=C1 (1-(bromomethyl)-2-phenoxybenzene). The product is COC1=C(C(=CC=C1)OC)C1CCCC(N1CC1=C(C=CC=C1)OC1=CC=CC=C1)=O (6-(2,6-dimethoxyphenyl)-1-(2-phenoxybenzyl)piperidin-2-one). As a reaction SMILES: [CH3:1][O:2][C:3]1[CH:8]=[CH:7][CH:6]=[C:5]([O:9][CH3:10])[C:4]=1[CH:11]1[NH:16][C:15](=[O:17])[CH2:14][CH2:13][CH2:12]1.Br[CH2:19][C:20]1[CH:25]=[CH:24][CH:23]=[CH:22][C:21]=1[O:26][C:27]1[CH:32]=[CH:31][CH:30]=[CH:29][CH:28]=1>>[CH3:1][O:2][C:3]1[CH:8]=[CH:7][CH:6]=[C:5]([O:9][CH3:10])[C:4]=1[CH:11]1[N:16]([CH2:19][C:20]2[CH:25]=[CH:24][CH:23]=[CH:22][C:21]=2[O:26][C:27]2[CH:32]=[CH:31][CH:30]=[CH:29][CH:28]=2)[C:15](=[O:17])[CH2:14][CH2:13][CH2:12]1. Procedure: Prepared according to the described general procedure 4 (GP4) by reaction of 6-(2,6-dimethoxyphenyl)piperidin-2-one with commercially available 1-(bromomethyl)-2-phenoxybenzene. Subsequent purification by preparative HPLC afforded the target compound. LC-MS (conditions A): tR=0.93 min.; [M+H]+: 418.01 g/mol. The reactants are Cc1cccc(c1C=O)[Cl], CC1=CN=C(C=C1)N, [C-]#[N+]C1CCCCC1. The reagents and catalysts are O=C(O)C(F)(F)F (trifluoroacetic acid). Run in CC(C)O (isopropyl alcohol), CC(C)O (isopropylalcohol). Run at temperature 22 celsius, time 20 hour. Yields the product Cc1ccc2nc(c3c(C)cccc3[Cl])c(NC3CCCCC3)n2c1. The yield is 37.5%. RXN SMILES: CC1=CC=C(N)N=C1.[C-]#[N+]C1CCCCC1.CC1=C(C=O)C(Cl)=CC=C1>>CC1=CN2C(C=C1)=NC(=C2NC1CCCCC1)C1=C(C)C=CC=C1Cl. Starting materials: CCN(C(C)C)C(C)C, COC(=O)Cl, Nc1cc(NC2CC2)n2ncc(C=O)c2n1, C1CCOC1. The product is COC(=O)Nc1cc(NC2CC2)n2ncc(C=O)c2n1. As a reaction SMILES: [CH:22]([N:23]([CH2:24][CH3:25])[CH:26]([CH3:27])[CH3:28])([CH3:29])[CH3:30].[Cl:17][C:18](=[O:19])[O:20][CH3:21].[NH2:1][c:2]1[n:3][c:4]2[n:5]([c:6]([NH:8][CH:9]3[CH2:10][CH2:11]3)[cH:7]1)[n:12][cH:13][c:14]2[CH:15]=[O:16].[O:31]1[CH2:32][CH2:33][CH2:34][CH2:35]1>>[NH:1]([c:2]1[n:3][c:4]2[n:5]([c:6]([NH:8][CH:9]3[CH2:10][CH2:11]3)[cH:7]1)[n:12][cH:13][c:14]2[CH:15]=[O:16])[C:18](=[O:19])[O:20][CH3:21]. The reactants are CCO, CCOC(C)=O, CC(=O)OCCOc1ccc(C(C)C(O)(c2cnc(C)cn2)C(F)(F)F)c(Cl)c1, [K+], [OH-]. The product is Cc1cnc(C(O)(C(C)c2ccc(OCCO)cc2Cl)C(F)(F)F)cn1. As a reaction SMILES: [CH3:32][CH2:33][OH:34].[CH3:35][CH2:36][O:37][C:38](=[O:39])[CH3:40].[Cl:1][c:2]1[cH:3][c:4]([O:5][CH2:6][CH2:7][O:8][C:9](=[O:10])[CH3:11])[cH:12][cH:13][c:14]1[CH:15]([C:16]([C:17]([F:18])([F:19])[F:20])([c:21]1[n:22][cH:23][c:24]([CH3:27])[n:25][cH:26]1)[OH:28])[CH3:29].[K+:31].[OH-:30]>>[Cl:1][c:2]1[cH:3][c:4]([O:5][CH2:6][CH2:7][OH:8])[cH:12][cH:13][c:14]1[CH:15]([C:16]([C:17]([F:18])([F:19])[F:20])([c:21]1[n:22][cH:23][c:24]([CH3:27])[n:25][cH:26]1)[OH:28])[CH3:29]. Reactants: C(C1=CC=CC=C1)N1CN(CN(C1)CC1=CC=CC=C1)CC1=CC=CC=C1 (1,3,5-tribenzyl-[1,3,5]triazinane), CC(C(C)=O)=NO (butane-2,3-dione monooxime), CI (Methyl iodide), [N+]1(=CNC=C1)[O-] (imidazole-N-oxide), [N+]1(=CNC=C1)[O-] (imidazole-N-oxide). Procedure details: Methyl iodide (0.5 mL, 7.8 mmol) was added via syringe to a solution of imidazole-N-oxide 1 (1.0 g, 4.9 mmol) in ca. 20 mL of CHCl3 (compound 1 was prepared from 1,3,5-tribenzyl-[1,3,5]triazinane and butane-2,3-dione monooxime using the procedure of Arduengo et al. (1992), supra.) The resulting mixture was stirred at room temperature overnight. Removal of the volatiles in vacuo afforded a thick yellow oil of suitable purity in an undetermined yield. 1H-NMR (6, CDCl3): 10.32 (s, 1H, N—CH—N); 7.39... Solvent: C(Cl)(Cl)Cl (CHCl3). Run at time 8 hour. The product is [I-].C(C1=CC=CC=C1)N1C=[N+](C(=C1C)C)OC (3-Benzyl-1-methoxy-4,5-dimethylimidazolium iodide). As a reaction SMILES: [CH3:1][I:2].[N+]1([O-])C=CNC=1.C(N1C[N:20]([CH2:22][C:23]2[CH:28]=[CH:27][CH:26]=[CH:25][CH:24]=2)[CH2:19][N:18]([CH2:29][C:30]2[CH:35]=CC=CC=2)C1)C1C=CC=CC=1.CC(=NO)[C:38](=[O:40])C>C(Cl)(Cl)Cl>[I-:2].[CH2:22]([N:20]1[C:30]([CH3:35])=[C:29]([CH3:1])[N+:18]([O:40][CH3:38])=[CH:19]1)[C:23]1[CH:24]=[CH:25][CH:26]=[CH:27][CH:28]=1 |f:5.6|. Reactants: I.CNC(SC)=N (N,S-dimethyl-isothiourea hydroiodide), 15.6, CN(C(=O)Cl)C(=O)Cl (N-methyl-bis-(chlorocarbonyl)-amine), [OH-].[Na+] (sodium hydroxide). The solvent is C1=CC=CC=C1 (benzene), O (water), C1=CC=CC=C1 (benzene), O (water). The product is CN1C(N(C(NC1=O)SC)C)=O (1,3-dimethyl-4-methylmercapto tetrahydro-1,3,5-triazine-2,6-dione). Isolated yield 75.0%. Reaction SMILES: I.[CH3:2][NH:3][C:4](=[NH:7])[S:5][CH3:6].[CH3:8][N:9]([C:13](Cl)=[O:14])[C:10](Cl)=[O:11].[OH-].[Na+]>C1C=CC=CC=1.O>[CH3:8][N:9]1[C:13](=[O:14])[NH:7][CH:4]([S:5][CH3:6])[N:3]([CH3:2])[C:10]1=[O:11] |f:0.1,3.4|. Procedure details: 23.2 g (0.1 mole) of N,S-dimethyl-isothiourea hydroiodide were initially introduced into 100 ml of water and 250 ml of benzene. 15.6 (0.1 mole) of N-methyl-bis-(chlorocarbonyl)-amine in 100 ml of dry benzene and 12 g (0.3 mole) of sodium hydroxide dissolved in 100 ml of water were simultaneously slowly added dropwise from two dropping funnels with vigorous stirring. The reaction took place strongly exothermically. The mixture was stirred for a further hour, any product which precipitated was fil...